Dataset: the Open Reaction Database (ORD), a public repository of structured organic reaction records. Task: describe an organic reaction: reactants, conditions, products, and yield As a reaction SMILES: [Cl:1][C:2]1[CH:7]=[CH:6][C:5]([N:8]2[C:12](=[O:13])[C:11](=[C:14]([O:16]CC)[CH3:15])[S:10][C:9]2=[S:19])=[CH:4][CH:3]=1.O.[OH-].[Na+]>CO>[Cl:1][C:2]1[CH:3]=[CH:4][C:5]([N:8]2[C:12](=[O:13])[C:11](=[C:14]([OH:16])[CH3:15])[S:10][C:9]2=[S:19])=[CH:6][CH:7]=1 |f:2.3|. The reactants are ClC1=CC=C(C=C1)N1C(SC(C1=O)=C(C)OCC)=S (3-(4'-chlorophenyl)-5-(1'-ethoxyethylidene)-rhodanine), O (water), [OH-].[Na+] (sodium hydroxide). Procedure: To a mixture of 32 g. (0.1 m.) of 3-(4'-chlorophenyl)-5-(1'-ethoxyethylidene)-rhodanine in 400 ml. of water and 250 ml. of methanol is added 85 ml. of 5% sodium hydroxide solution and the resulting suspension is stirred at room temperature for 5 hours. The reaction mixture is filtered and the filtrate is decolorized, then acidified with dilute hydrochloric acid to give 3-(4'-chlorophenyl)-5-(1'-hydroxyethylidene)-rhodanine, m.p. 200°-205°C. Run in CO (methanol). Yields the product ClC1=CC=C(C=C1)N1C(SC(C1=O)=C(C)O)=S (3-(4'-chlorophenyl)-5-(1'-hydroxyethylidene)-rhodanine). Reactants: NC1=CC2=C(OC(O2)(C(F)(F)F)CC(F)(F)F)C=C1 (5-Amino-2-(2,2,2-trifluoroethyl)-2-trifluoromethyl-1,3-benzodioxole), O=C(OC(Cl)(Cl)Cl)Cl (diphosgene). Run in O1CCOCC1 (1,4-dioxane), O1CCOCC1 (1,4-dioxane). Conditions: temperature 110 celsius, time 6 hour. The product is N(=C=O)C1=CC2=C(OC(O2)(C(F)(F)F)CC(F)(F)F)C=C1 (5-Isocyanato-2-(2,2,2-trifluoroethyl)-2-trifluoromethyl-1,3-benzodioxole). Yield: 84.2%. RXN SMILES: [NH2:1][C:2]1[CH:19]=[CH:18][C:5]2[O:6][C:7]([CH2:13][C:14]([F:17])([F:16])[F:15])([C:9]([F:12])([F:11])[F:10])[O:8][C:4]=2[CH:3]=1.[O:20]=[C:21](Cl)OC(Cl)(Cl)Cl>O1CCOCC1>[N:1]([C:2]1[CH:19]=[CH:18][C:5]2[O:6][C:7]([CH2:13][C:14]([F:17])([F:16])[F:15])([C:9]([F:10])([F:11])[F:12])[O:8][C:4]=2[CH:3]=1)=[C:21]=[O:20]. Procedure details: 37 g of the product of Example 33 were dissolved in 50 ml of absolute 1,4-dioxane, and a solution of 13.5 g of diphosgene in 80 ml of absolute 1,4-dioxane was added. The mixture was then stirred for 6 hours at 110° C. (bath temperature), the solvent was then removed under vacuum and the remaining residue was subjected to fractional distillation under vacuum to give 18 g of product (=44% of theory) with a boiling point of 63° C. at 0.1 mbar. NMR: -59.3 and -85.0 ppm. 1H NMR: 3.0 ppm. Starting materials: BrC=1C=CC(=C(C(=O)C2=C(C(=C(C=C2C)OC)OC)OC)C1C)OC (5-bromo-6,6'-dimethyl-2,2',3',4'-tetramethoxy-benzophenone), FC(C(=O)[O-])(F)F.[Na+] (sodium trifluoroacetate), CN1C(CCC1)=O (1-N-methyl-2-pyrrolidinone). The reagents and catalysts are [Cu]I (copper-(I)iodide). Solvent: CCOCC (ether), O (water). Reaction conditions: temperature 160 celsius. Product: CC1=C(C=CC(=C1C(=O)C1=C(C(=C(C=C1C)OC)OC)OC)OC)C(F)(F)F (6,6'-dimethyl-2,2',3',4'-tetramethoxy-5-trifluoromethyl-benzophenone). Reaction SMILES: Br[C:2]1[CH:3]=[CH:4][C:5]([O:24][CH3:25])=[C:6]([C:22]=1[CH3:23])[C:7]([C:9]1[C:14]([CH3:15])=[CH:13][C:12]([O:16][CH3:17])=[C:11]([O:18][CH3:19])[C:10]=1[O:20][CH3:21])=[O:8].[F:26][C:27]([F:32])([F:31])C([O-])=O.[Na+].CN1CCCC1=O>CCOCC.O.[Cu]I>[CH3:23][C:22]1[C:6]([C:7]([C:9]2[C:14]([CH3:15])=[CH:13][C:12]([O:16][CH3:17])=[C:11]([O:18][CH3:19])[C:10]=2[O:20][CH3:21])=[O:8])=[C:5]([O:24][CH3:25])[CH:4]=[CH:3][C:2]=1[C:27]([F:32])([F:31])[F:26] |f:1.2|. Reported procedure: A mixture of 63C (6.15 g, 0.015 mol), sodium trifluoroacetate (9.52 g, 0.07 mol), copper-(I)iodide (13.37 g, 0.07 mol) and 1-N-methyl-2-pyrrolidinone (100 ml) is heated to 160° C. for 118 hours. The reaction mixture is cooled to room temperature and diluted with ether and water. The organic phase is separated and concentrated and the residue is purified by column chromatography (petrol ether:ethyl acetate, 95:5 v/v) yielding the pure product as white crystals, 1.3 g, (22%) having a melting point... The reactants are CC(C)Cc1cc2c(Cl)ncnc2s1, CC(C)(C)OC(=O)N1CCC(N)CC1. Product: CC(C)Cc1cc2c(NC3CCN(C(=O)OC(C)(C)C)CC3)ncnc2s1. RXN SMILES: [Cl:1][c:2]1[c:3]2[c:4]([n:5][cH:6][n:7]1)[s:8][c:9]([CH2:11][CH:12]([CH3:13])[CH3:14])[cH:10]2.[NH2:15][CH:16]1[CH2:17][CH2:18][N:19]([C:22](=[O:23])[O:24][C:25]([CH3:26])([CH3:27])[CH3:28])[CH2:20][CH2:21]1>>[c:2]1([NH:15][CH:16]2[CH2:17][CH2:18][N:19]([C:22](=[O:23])[O:24][C:25]([CH3:26])([CH3:27])[CH3:28])[CH2:20][CH2:21]2)[c:3]2[c:4]([n:5][cH:6][n:7]1)[s:8][c:9]([CH2:11][CH:12]([CH3:13])[CH3:14])[cH:10]2. Starting materials: C1=CC=CC=2OC3=CC=CC=C3SC12 (phenoxathiin), COS(=O)(=O)[O-].C1(=CC=CC=C1)[I+]C1=CC=CC=C1 (diphenyliodonium methylsulfate). Reagents/catalysts: C(C1=CC=CC=C1)(=O)[O-].[Cu+2].C(C1=CC=CC=C1)(=O)[O-] (copper(II) benzoate). The solvent is ClC1=CC=CC=C1 (chlorobenzene). Conditions: temperature 120 celsius, time 3 hour. Yields the product COS(=O)(=O)[O-].C1(=CC=CC=C1)[S+]1C2=CC=CC=C2OC=2C=CC=CC12 (10-phenyl-10-phenoxathiinium methylsulfate). Isolated yield 63.0%. Reaction SMILES: [CH:1]1[C:14]2[S:13][C:12]3[C:7](=[CH:8][CH:9]=[CH:10][CH:11]=3)[O:6][C:5]=2[CH:4]=[CH:3][CH:2]=1.[CH3:15][O:16][S:17]([O-:20])(=[O:19])=[O:18].[C:21]1([I+]C2C=CC=CC=2)[CH:26]=[CH:25][CH:24]=[CH:23][CH:22]=1>C([O-])(=O)C1C=CC=CC=1.[Cu+2].C([O-])(=O)C1C=CC=CC=1.ClC1C=CC=CC=1>[CH3:15][O:16][S:17]([O-:20])(=[O:19])=[O:18].[C:21]1([S+:13]2[C:14]3[CH:1]=[CH:2][CH:3]=[CH:4][C:5]=3[O:6][C:7]3[C:12]2=[CH:11][CH:10]=[CH:9][CH:8]=3)[CH:26]=[CH:25][CH:24]=[CH:23][CH:22]=1 |f:1.2,3.4.5,7.8|. Reported procedure: A mixture of 20 g of phenoxathiin, 43.1 g of diphenyliodonium methylsulfate, 0.9 g of copper(II) benzoate, and 210 g of chlorobenzene was heated and stirred at 120° C. for 3 hours. The reaction solution was cooled to room temperature and combined with 20 g of diisopropyl ether for crystallization. The solid was dried under reduced pressure, obtaining the target compound, 10-phenyl-10-phenoxathiinium methylsulfate. Amount 24.7 g, yield 63%. Starting materials: CS(=O)(=O)N1CCNCC1, CS(C)=O, CNc1ncc(-c2nc(N3CCOCC3)c3nc(Cl)n(CC4CCOC4)c3n2)cn1. Product: CNc1ncc(-c2nc(N3CCOCC3)c3nc(N4CCN(S(C)(=O)=O)CC4)n(CC4CCOC4)c3n2)cn1. As a reaction SMILES: [CH3:31][S:32](=[O:33])(=[O:34])[N:35]1[CH2:36][CH2:37][NH:38][CH2:39][CH2:40]1.[CH3:41][S:42](=[O:43])[CH3:44].[Cl:1][c:2]1[n:3]([CH2:25][CH:26]2[CH2:27][O:28][CH2:29][CH2:30]2)[c:4]2[n:5][c:6](-[c:17]3[cH:18][n:19][c:20]([NH:23][CH3:24])[n:21][cH:22]3)[n:7][c:8]([N:11]3[CH2:12][CH2:13][O:14][CH2:15][CH2:16]3)[c:9]2[n:10]1>>[c:2]1([N:38]2[CH2:37][CH2:36][N:35]([S:32]([CH3:31])(=[O:33])=[O:34])[CH2:40][CH2:39]2)[n:3]([CH2:25][CH:26]2[CH2:27][O:28][CH2:29][CH2:30]2)[c:4]2[n:5][c:6](-[c:17]3[cH:18][n:19][c:20]([NH:23][CH3:24])[n:21][cH:22]3)[n:7][c:8]([N:11]3[CH2:12][CH2:13][O:14][CH2:15][CH2:16]3)[c:9]2[n:10]1. Reactants: COS(=O)(=O)OC, CN(C)C=O, [H-], [Na+], ON=C1COc2ccccc21, O. The product is CON=C1COc2ccccc21. As a reaction SMILES: [CH3:14][O:15][S:16]([O:17][CH3:18])(=[O:19])=[O:20].[CH3:22][N:23]([CH3:24])[CH:25]=[O:26].[H-:12].[Na+:13].[O:1]1[CH2:2][C:3](=[N:10][OH:11])[c:4]2[c:5]1[cH:6][cH:7][cH:8][cH:9]2.[OH2:21]>>[O:1]1[CH2:2][C:3](=[N:10][O:11][CH3:14])[c:4]2[c:5]1[cH:6][cH:7][cH:8][cH:9]2. The reactants are CC(=O)Cl, Cl, O=C(NC1CCNCC1)c1c[nH]c2c(-c3cc(F)c(O)cc3OCC3CC3)ncnc12. Product: CC(=O)N1CCC(NC(=O)c2c[nH]c3c(-c4cc(F)c(O)cc4OCC4CC4)ncnc23)CC1. As a reaction SMILES: [CH3:33][C:34]([Cl:35])=[O:36].[ClH:1].[NH:2]1[CH2:3][CH2:4][CH:5]([NH:8][C:9](=[O:10])[c:11]2[cH:12][nH:13][c:14]3[c:15]2[n:16][cH:17][n:18][c:19]3-[c:20]2[c:21]([O:28][CH2:29][CH:30]3[CH2:31][CH2:32]3)[cH:22][c:23]([OH:27])[c:24]([F:26])[cH:25]2)[CH2:6][CH2:7]1>>[N:2]1([C:34]([CH3:33])=[O:36])[CH2:3][CH2:4][CH:5]([NH:8][C:9](=[O:10])[c:11]2[cH:12][nH:13][c:14]3[c:15]2[n:16][cH:17][n:18][c:19]3-[c:20]2[c:21]([O:28][CH2:29][CH:30]3[CH2:31][CH2:32]3)[cH:22][c:23]([OH:27])[c:24]([F:26])[cH:25]2)[CH2:6][CH2:7]1. The reactants are BrB(Br)Br, CCN(CC)C(=O)c1[nH]c2c(c1C)CC1(c3cccc(OC)c3)CCN(C)CC1C2. The product is CCN(CC)C(=O)c1[nH]c2c(c1C)CC1(c3cccc(O)c3)CCN(C)CC1C2. As a reaction SMILES: [B:31]([Br:32])([Br:33])[Br:34].[CH2:1]([CH3:2])[N:3]([C:4](=[O:5])[c:6]1[c:7]([CH3:28])[c:8]2[c:17]([nH:18]1)[CH2:16][CH:15]1[C:10]([c:20]3[cH:21][c:22]([O:26][CH3:27])[cH:23][cH:24][cH:25]3)([CH2:9]2)[CH2:11][CH2:12][N:13]([CH3:19])[CH2:14]1)[CH2:29][CH3:30]>>[CH2:1]([CH3:2])[N:3]([C:4](=[O:5])[c:6]1[c:7]([CH3:28])[c:8]2[c:17]([nH:18]1)[CH2:16][CH:15]1[C:10]([c:20]3[cH:21][c:22]([OH:26])[cH:23][cH:24][cH:25]3)([CH2:9]2)[CH2:11][CH2:12][N:13]([CH3:19])[CH2:14]1)[CH2:29][CH3:30].